From a dataset of the Open Reaction Database (ORD), a public repository of structured organic reaction records. describe an organic reaction: reactants, conditions, products, and yield Starting materials: CN(C)c1ccncc1, O=c1[nH]c2cc(Cl)c(Cl)cc2nc1C=Cc1ccc(F)cc1, O=P(Cl)(Cl)Cl. Product: Fc1ccc(C=Cc2nc3cc(Cl)c(Cl)cc3nc2Cl)cc1. As a reaction SMILES: [CH3:28][N:29]([CH3:30])[c:31]1[cH:32][cH:33][n:34][cH:35][cH:36]1.[Cl:1][c:2]1[cH:3][c:4]2[n:5][c:6]([CH:14]=[CH:15][c:16]3[cH:17][cH:18][c:19]([F:22])[cH:20][cH:21]3)[c:7](=[O:13])[nH:8][c:9]2[cH:10][c:11]1[Cl:12].[P:23]([Cl:24])([Cl:25])([Cl:26])=[O:27]>>[Cl:1][c:2]1[cH:3][c:4]2[n:5][c:6]([CH:14]=[CH:15][c:16]3[cH:17][cH:18][c:19]([F:22])[cH:20][cH:21]3)[c:7]([Cl:25])[n:8][c:9]2[cH:10][c:11]1[Cl:12]. Yields the product OC1=C(C=C(C=C1)CC(=O)O)N (4-hydroxy-3-aminophenylacetic acid). Starting materials: OC1=C(C=C(C=C1)CC(=O)O)[N+](=O)[O-] (4-hydroxy-3-nitrophenylacetic acid), C(=O)(O)[O-].[Na+] (NaHCO3), Pd on-carbon. Reagents/catalysts: catalyst. Reaction conditions: time 4 hour. Reported procedure: 92.4 g of 4-hydroxy-3-nitrophenylacetic acid are suspended in a solution constituted by 785 ml of H2O and 21.2 g of NaHCO3. 5 g of a catalyst constituted by 5% Pd-on-carbon are suspended in the solution, which is then hydrogenated at ambient temperature for 4 hours, to obtain 4-hydroxy-3-aminophenylacetic acid. The catalyst is separated by filtration in a nitrogen environment, and the aqueous solution is used for the reaction with 4-fluorobenzoyl chloride, which is carried out in the following m... The solvent is O (H2O). Reaction SMILES: [OH:1][C:2]1[CH:7]=[CH:6][C:5]([CH2:8][C:9]([OH:11])=[O:10])=[CH:4][C:3]=1[N+:12]([O-])=O.C([O-])(O)=O.[Na+]>O>[OH:1][C:2]1[CH:7]=[CH:6][C:5]([CH2:8][C:9]([OH:11])=[O:10])=[CH:4][C:3]=1[NH2:12] |f:1.2|. The reactants are anhydride, C(C)(=O)OC(C)=O (Acetic anhydride), C(=O)O (formic acid), C(=O)(O)[O-].[Na+] (NaHCO3), NCCOC1=CC=C(C=C1)C=1N(C2=CC(=CC=C2C1C#N)OC)CC (2-[4-(2-Aminoethoxy)phenyl]-1-ethyl-6-methoxy-1H-indole-3-carbonitrile). Run in CCOC(=O)C (EtOAc), C1CCOC1 (THF). Reaction conditions: temperature 0 celsius, time 45 minute. Product: C(#N)C1=C(N(C2=CC(=CC=C12)OC)CC)C1=CC=C(OCCNC=O)C=C1 (N-{2-[4-(3-cyano-1-ethyl-6-methoxy-1H-indol-2-yl)phenoxy]-ethyl}formamide). The yield is 86.0%. As a reaction SMILES: C(OC(=O)C)(=O)C.[CH:8]([OH:10])=O.[NH2:11][CH2:12][CH2:13][O:14][C:15]1[CH:20]=[CH:19][C:18]([C:21]2[N:22]([CH2:34][CH3:35])[C:23]3[C:28]([C:29]=2[C:30]#[N:31])=[CH:27][CH:26]=[C:25]([O:32][CH3:33])[CH:24]=3)=[CH:17][CH:16]=1.C([O-])(O)=O.[Na+]>C1COCC1.CCOC(C)=O>[C:30]([C:29]1[C:28]2[C:23](=[CH:24][C:25]([O:32][CH3:33])=[CH:26][CH:27]=2)[N:22]([CH2:34][CH3:35])[C:21]=1[C:18]1[CH:19]=[CH:20][C:15]([O:14][CH2:13][CH2:12][NH:11][CH:8]=[O:10])=[CH:16][CH:17]=1)#[N:31] |f:3.4|. Reported procedure: Acetic anhydride (700 μL) and 98% formic acid (280 μL) are heated at 65° C. for 1 h. This is cooled to 0° C. 2-[4-(2-Aminoethoxy)phenyl]-1-ethyl-6-methoxy-1H-indole-3-carbonitrile (30 mg, 0.09 mmol), prepared as in example 1BB, is taken up in THF (400 μL), and added to the mixed anhydride. This is stirred at 0° C. for 45 minutes. The mixture is then portioned between EtOAc and aqueous NaHCO3. The organic layer is dried and concentrated. Purification by silica gel chromatography (4/1, CH2Cl2/acet...